The task is: describe an organic reaction: reactants, conditions, products, and yield. This data is from the Open Reaction Database (ORD), a public repository of structured organic reaction records. Reactants: S(O)(O)(=O)=O (sulfuric acid), C1(C(CCCC1)O)O (1,2-cyclohexane-diol), ethyl ester, ClC(C(=O)O)C (2-chloropropionic acid), [Na] (mono-sodium), C1(C(CCCC1)O)O (1,2-cyclohexane-diol), [Na] (sodium). Procedure: 25.3 gm (1.1 mol) of sodium were dissolved in 500 ml of ethanol under dry nitrogen. 116 gm (1 mol) of 1,2-cyclohexane-diol were added to the solution at room temperature. Then, the ethanol was completely removed under vacuum. 163 gm (1.2 mol) of the ethyl ester of 2-chloropropionic acid were added to the mono-sodium salt of 1,2-cyclohexane-diol so obtained, at 50° C., and the mixture was allowed to stand for 5 hours at 80° C. to react further. Then, the reaction mixture was decomposed with water... Run at time 5 hour. Run in O (water), C(C)O (ethanol). RXN SMILES: [Na].[CH:2]1([OH:9])[CH2:7][CH2:6][CH2:5][CH2:4][CH:3]1[OH:8].Cl[CH:11]([CH3:15])[C:12](O)=[O:13].S(=O)(=O)(O)O>C(O)C.O>[CH3:15][CH:11]1[O:9][CH:2]2[CH:3]([CH2:4][CH2:5][CH2:6][CH2:7]2)[O:8][C:12]1=[O:13] |^1:0|. Product: CC1C(OC2CCCCC2O1)=O (4-methyl-2,5-dioxabicyclo-[4,4,0]-decan-3-one).